Dataset: the Open Reaction Database (ORD), a public repository of structured organic reaction records. Task: describe an organic reaction: reactants, conditions, products, and yield Starting materials: C(C1=CC=CC=C1)=O (benzaldehyde), Example 19 one, CN(C)C1=CC=C(C=C1)C=O (4-N,N-dimethylaminobenzaldehyde), FC1=CC=C(C=C1)N1C=C(C(C2=CC(=C(C=C12)N1CC(CC1)N)F)=O)C(=O)O (1-p-fluorophenyl-6-fluoro-1,4-dihydro-4-oxo-7-(3-amino-1-pyrrolidinyl)-quinoline-3-carboxylic acid). Yields the product FC1=CC=C(C=C1)N1C=C(C(C2=CC(=C(C=C12)N1CC(CC1)N=CC1=CC=C(C=C1)OC)F)=O)C(=O)O (1-p-fluorophenyl-6-fluoro-1,4-dihydro-4-oxo-7-(3-(4-methoxybenzylidene)amino-1-pyrrolidinyl)-quinoline-3-carboxylic acid). As a reaction SMILES: [CH:1](=O)[C:2]1[CH:7]=[CH:6][CH:5]=[CH:4][CH:3]=1.CN(C1C=CC([CH:18]=[O:19])=CC=1)C.[F:20][C:21]1[CH:26]=[CH:25][C:24]([N:27]2[C:36]3[C:31](=[CH:32][C:33]([F:43])=[C:34]([N:37]4[CH2:41][CH2:40][CH:39]([NH2:42])[CH2:38]4)[CH:35]=3)[C:30](=[O:44])[C:29]([C:45]([OH:47])=[O:46])=[CH:28]2)=[CH:23][CH:22]=1>>[F:20][C:21]1[CH:26]=[CH:25][C:24]([N:27]2[C:36]3[C:31](=[CH:32][C:33]([F:43])=[C:34]([N:37]4[CH2:41][CH2:40][CH:39]([N:42]=[CH:1][C:2]5[CH:7]=[CH:6][C:5]([O:19][CH3:18])=[CH:4][CH:3]=5)[CH2:38]4)[CH:35]=3)[C:30](=[O:44])[C:29]([C:45]([OH:47])=[O:46])=[CH:28]2)=[CH:23][CH:22]=1. Procedure details: In the described fashion of Example 1 replacing benzaldehyde with 4-N,N-dimethylaminobenzaldehyde and using the acid (1) (R=cyclopropyl) described in Example 19 one obtains 1-cyclopropyl-6-fluoro-1,4-dihydro-4-oxo-7-(3-(4-N,N-dimethylaminobenzylidene)amino-1-pyrrolidinyl)-quinoline-3-carboxylic acid (3) (R=cyclopropyl, Z=4-N,N-dimethylaminophenyl). Reactants: C(#N)C1=CC(=C(C=C1)C(C(=O)OCC)=CN(C)C)OC (ethyl 2-(4-cyano-2-methoxyphenyl)-3-(dimethylamino)acrylate), N(N)C1=NC=C(C(=O)NCC2CCOCC2)C=C1 (6-hydrazinyl-N-((tetrahydro-2H-pyran-4-yl)methyl)nicotinamide). Yields the product C(#N)C1=CC(=C(C=C1)C=1C=NN(C1O)C1=NC=C(C(=O)NCC2CCOCC2)C=C1)OC (6-(4-(4-cyano-2-methoxyphenyl)-5-hydroxy-1H-pyrazol-1-yl)-N-((tetrahydro-2H-pyran-4-yl)methyl)nicotinamide). RXN SMILES: [C:1]([C:3]1[CH:8]=[CH:7][C:6]([C:9](=[CH:15]N(C)C)[C:10](OCC)=[O:11])=[C:5]([O:19][CH3:20])[CH:4]=1)#[N:2].[NH:21]([C:23]1[CH:38]=[CH:37][C:26]([C:27]([NH:29][CH2:30][CH:31]2[CH2:36][CH2:35][O:34][CH2:33][CH2:32]2)=[O:28])=[CH:25][N:24]=1)[NH2:22]>>[C:1]([C:3]1[CH:8]=[CH:7][C:6]([C:9]2[CH:15]=[N:22][N:21]([C:23]3[CH:38]=[CH:37][C:26]([C:27]([NH:29][CH2:30][CH:31]4[CH2:36][CH2:35][O:34][CH2:33][CH2:32]4)=[O:28])=[CH:25][N:24]=3)[C:10]=2[OH:11])=[C:5]([O:19][CH3:20])[CH:4]=1)#[N:2]. Reported procedure: The title compound was prepared in a manner similar to Example 188 using ethyl 2-(4-cyano-2-methoxyphenyl)-3-(dimethylamino)acrylate and 6-hydrazinyl-N-((tetrahydro-2H-pyran-4-yl)methyl)nicotinamide to afford the title compound. 1H NMR (400 MHz, DMSO-d6) δ ppm 1.09 (t, J=7.1 Hz, 11H) 1.22 (d, J=9.6 Hz, 3H) 1.62 (d, J=12.1 Hz, 2H) 3.19 (dd, J=11.6, 5.6 Hz, 4H) 3.86 (d, J=9.6 Hz, 2H) 3.97 (s, 3H) 7.38-7.57 (m, 2H) 8.43 (br. s., 2H) 8.72 (br. s., 1H) 8.92 (s, 1H). MS m/z [M+H]+ 434.4. Starting materials: C(C)OC(=O)C=1C(=C2C=CC(=NC2=NC1)C(=O)O)O (6-(ethoxycarbonyl)-5-hydroxy-1,8-naphthyridine-2-carboxylic acid), [OH-].[K+] (potassium hydroxide), Cl (hydrochloric acid). Run in O (water). Run at time 2 hour. Yields the product OC1=C2C=CC(=NC2=NC=C1C(=O)O)C(=O)O (5-hydroxy-1,8-naphthyridine-2,6-dicarboxylic acid). As a reaction SMILES: C([O:3][C:4]([C:6]1[C:7]([OH:19])=[C:8]2[C:13](=[N:14][CH:15]=1)[N:12]=[C:11]([C:16]([OH:18])=[O:17])[CH:10]=[CH:9]2)=[O:5])C.[OH-].[K+].Cl>O>[OH:19][C:7]1[C:6]([C:4]([OH:5])=[O:3])=[CH:15][N:14]=[C:13]2[C:8]=1[CH:9]=[CH:10][C:11]([C:16]([OH:18])=[O:17])=[N:12]2 |f:1.2|. Procedure: To a solution of 6-(ethoxycarbonyl)-5-hydroxy-1,8-naphthyridine-2-carboxylic acid (70 g, 270 mmol) in water (700 mL) was added potassium hydroxide (100 g, 560 mmol). The reaction mixture was heated to reflux. After 2 hours, the reaction mixture was cooled and acidified with hydrochloric acid (5 M) to pH 2.5. The yellow precipitates were filtered and washed with water and pyridine to afford 5-hydroxy-1,8-naphthyridine-2,6-dicarboxylic acid. Reactants: CCOC(=O)C(C#N)C(C)CCC=C(C)CCC=C(C)CCC=C(C)C, CC(O)CO, Cl, [Na+], [OH-]. The product is CC(C)=CCCC(C)=CCCC(C)=CCCC(C)CC#N. As a reaction SMILES: [C:1](#[N:2])[CH:3]([C:4]([O:5][CH2:6][CH3:7])=[O:8])[CH:9]([CH2:10][CH2:11][CH:12]=[C:13]([CH2:14][CH2:15][CH:16]=[C:17]([CH2:18][CH2:19][CH:20]=[C:21]([CH3:22])[CH3:23])[CH3:24])[CH3:25])[CH3:26].[CH2:29]([OH:30])[CH:31]([OH:32])[CH3:33].[ClH:34].[Na+:28].[OH-:27]>>[C:1](#[N:2])[CH2:3][CH:9]([CH2:10][CH2:11][CH:12]=[C:13]([CH2:14][CH2:15][CH:16]=[C:17]([CH2:18][CH2:19][CH:20]=[C:21]([CH3:22])[CH3:23])[CH3:24])[CH3:25])[CH3:26].